Task: describe an organic reaction: reactants, conditions, products, and yield. Dataset: the Open Reaction Database (ORD), a public repository of structured organic reaction records Reactants: CC(=O)NC(CSC(C)=O)C(=O)N1CCCC1C(=O)O, [Cl-], N, [Na+], O. The product is CC(=O)NC(CS)C(=O)N1CCCC1C(=O)O. RXN SMILES: [C:1]([CH3:2])(=[O:3])[NH:4][CH:5]([CH2:6][S:7][C:8](=[O:9])[CH3:10])[C:11](=[O:12])[N:13]1[CH:14]([C:15](=[O:16])[OH:17])[CH2:18][CH2:19][CH2:20]1.[Cl-:22].[NH3:24].[Na+:21].[OH2:23]>>[C:1]([CH3:2])(=[O:3])[NH:4][CH:5]([CH2:6][SH:7])[C:11](=[O:12])[N:13]1[CH:14]([C:15](=[O:16])[OH:17])[CH2:18][CH2:19][CH2:20]1. Reported procedure: A solution of the product of step c (282 mg, 0.46 mmol) and potassium carbonate (96 mg, 0.70 mmol) in methanol (3 ml) and water (0.3 ml) was stirred at room temperature for 3 h. The reaction was quenched with 10% aqueous citric acid (1 ml), then diluted with ethyl acetate (20 ml). The organic phase was washed with water (20 ml), brine (20 ml), dried (MgSO4) and the solvent was evaporated. The residue was purified by flash chromatography (silica, hexane/ethyl acetate 2:1) to afford colourless foa... Run in CO (methanol), O (water). Yields the product C(C)(C)(C)OC(C(CC1=CC(=CC=C1)NC(=O)C=1N=C(NC1CCC12CC3CC(CC(C1)C3)C2)C2CCCCC2)O)=O ((±)-3-(3-{[5-(2-Adamantan-1-yl-ethyl)-2-cyclohexyl-1H-imidazole-4-carbonyl]-amino}-phenyl)-2-hydroxy-propionic Acid tert-butyl Ester). As a reaction SMILES: [C:1]([O:5][C:6](=[O:45])[CH:7]([O:41]C(=O)C)[CH2:8][C:9]1[CH:14]=[CH:13][CH:12]=[C:11]([NH:15][C:16]([C:18]2[N:19]=[C:20]([CH:35]3[CH2:40][CH2:39][CH2:38][CH2:37][CH2:36]3)[NH:21][C:22]=2[CH2:23][CH2:24][C:25]23[CH2:34][CH:29]4[CH2:30][CH:31]([CH2:33][CH:27]([CH2:28]4)[CH2:26]2)[CH2:32]3)=[O:17])[CH:10]=1)([CH3:4])([CH3:3])[CH3:2].C(=O)([O-])[O-].[K+].[K+]>CO.O>[C:1]([O:5][C:6](=[O:45])[CH:7]([OH:41])[CH2:8][C:9]1[CH:14]=[CH:13][CH:12]=[C:11]([NH:15][C:16]([C:18]2[N:19]=[C:20]([CH:35]3[CH2:40][CH2:39][CH2:38][CH2:37][CH2:36]3)[NH:21][C:22]=2[CH2:23][CH2:24][C:25]23[CH2:32][CH:31]4[CH2:33][CH:27]([CH2:28][CH:29]([CH2:30]4)[CH2:34]2)[CH2:26]3)=[O:17])[CH:10]=1)([CH3:4])([CH3:2])[CH3:3] |f:1.2.3|. Yield: 63.1%. Reactants: C(C)(C)(C)OC(C(CC1=CC(=CC=C1)NC(=O)C=1N=C(NC1CCC12CC3CC(CC(C1)C3)C2)C2CCCCC2)OC(C)=O)=O ((±)-3-(3-{[5-(2-Adamantan-1-yl-ethyl)-2-cyclohexyl-1H-imidazole-4-carbonyl]-amino}-phenyl)-2-acetoxy-propionic Acid tert-butyl Ester), C([O-])([O-])=O.[K+].[K+] (potassium carbonate).